describe an organic reaction: reactants, conditions, products, and yield From a dataset of the Open Reaction Database (ORD), a public repository of structured organic reaction records. The reactants are COC(=O)C(C)Br, N#Cc1ccccc1O, CN(C)C=O, [H-], [Na+], O. Product: COC(=O)C(C)Oc1ccccc1C#N. Reaction SMILES: [Br:12][CH:13]([C:14](=[O:15])[O:16][CH3:17])[CH3:18].[C:1](#[N:2])[c:3]1[c:4]([OH:9])[cH:5][cH:6][cH:7][cH:8]1.[CH3:20][N:21]([CH3:22])[CH:23]=[O:24].[H-:10].[Na+:11].[OH2:19]>>[C:1](#[N:2])[c:3]1[c:4]([O:9][CH:13]([C:14](=[O:15])[O:16][CH3:17])[CH3:18])[cH:5][cH:6][cH:7][cH:8]1.